Dataset: the Open Reaction Database (ORD), a public repository of structured organic reaction records. Task: describe an organic reaction: reactants, conditions, products, and yield Starting materials: ClCCl, CS(=O)(=O)Cl, Cl, O=C(Nc1cc(-c2ccccc2)ccc1C(=O)O)c1cc(OC2CCNCC2)ccc1O, c1ccncc1. The product is CS(=O)(=O)N1CCC(Oc2ccc(O)c(C(=O)Nc3cc(-c4ccccc4)ccc3C(=O)O)c2)CC1. As a reaction SMILES: [CH2:45]([Cl:46])[Cl:47].[CH3:7][S:8]([Cl:9])(=[O:10])=[O:11].[ClH:12].[OH:13][c:14]1[c:15]([C:16](=[O:17])[NH:18][c:19]2[c:20]([C:21](=[O:22])[OH:23])[cH:24][cH:25][c:26](-[c:28]3[cH:29][cH:30][cH:31][cH:32][cH:33]3)[cH:27]2)[cH:34][c:35]([O:38][CH:39]2[CH2:40][CH2:41][NH:42][CH2:43][CH2:44]2)[cH:36][cH:37]1.[cH:1]1[cH:2][cH:3][n:4][cH:5][cH:6]1>>[CH3:7][S:8](=[O:10])(=[O:11])[N:42]1[CH2:41][CH2:40][CH:39]([O:38][c:35]2[cH:34][c:15]([C:16](=[O:17])[NH:18][c:19]3[c:20]([C:21](=[O:22])[OH:23])[cH:24][cH:25][c:26](-[c:28]4[cH:29][cH:30][cH:31][cH:32][cH:33]4)[cH:27]3)[c:14]([OH:13])[cH:37][cH:36]2)[CH2:44][CH2:43]1. Reactants: C(C)(C)(C)OC(=O)N1O[C@]2(C=C[C@@H]1CC2)CCOCC2=CC=CC=C2 ((1S,4S)-1-(2-Benzyloxy-ethyl)-2-oxa-3-aza-bicyclo[2.2.2]oct-5-ene-3-carboxylic acid tert-butyl ester). The reagents and catalysts are [Pd] (Pd—C). Run in C(C)O (ethanol), C(C)O (ethanol). Conditions: time 6 hour. The product is C(C)(C)(C)OC(=O)N1OC2(CCC1CC2)CCO (1-(2-Hydroxy-ethyl)-2-oxa-3-aza-bicyclo[2.2.2]octane-3-carboxylic acid tert-butyl ester). As a reaction SMILES: [C:1]([O:5][C:6]([N:8]1[C@H:13]2[CH2:14][CH2:15][C@:10]([CH2:16][CH2:17][O:18]CC3C=CC=CC=3)([CH:11]=[CH:12]2)[O:9]1)=[O:7])([CH3:4])([CH3:3])[CH3:2]>C(O)C.[Pd]>[C:1]([O:5][C:6]([N:8]1[CH:13]2[CH2:12][CH2:11][C:10]([CH2:16][CH2:17][OH:18])([CH2:15][CH2:14]2)[O:9]1)=[O:7])([CH3:4])([CH3:3])[CH3:2]. Reported procedure: 1 g Pd—C is placed into an round-bottom flask under an argon atmosphere and covered with ethanol. A solution of (1S,4S)-1-(2-benzyloxy-ethyl)-2-oxa-3-aza-bicyclo[2.2.2]oct-5-ene-3-carboxylic acid tert-butyl ester (10) (2 g, 5.8 mmol) in 58 ml of ethanol is added and the mixture is hydrogenated at rt for 6 h. Then the mixture is filtrated over celite and evaporated under reduced pressure. The product was used in the next step without further purification. The product is CC(C)CCS(=O)(=O)CCCN1CCCCC1. Reaction SMILES: [CH2:13]1[CH2:14][CH2:15][NH:16][CH2:17][CH2:18]1.[CH2:1]([CH2:2][CH:3]([CH3:4])[CH3:5])[S:6](=[O:7])(=[O:8])[CH2:9][CH2:10][CH2:11][Cl:12].[Na+:20].[OH-:19]>>[CH2:1]([CH2:2][CH:3]([CH3:4])[CH3:5])[S:6](=[O:7])(=[O:8])[CH2:9][CH2:10][CH2:11][N:16]1[CH2:15][CH2:14][CH2:13][CH2:18][CH2:17]1. Reactants: C1CCNCC1, CC(C)CCS(=O)(=O)CCCCl, [Na+], [OH-]. The reactants are [Br-], C1CCOC1, C[Mg+], [Cl-], [NH4+], CC(C)(C)OC(=O)NC1CCC(=O)CC1. Product: CC1(O)CCC(NC(=O)OC(C)(C)C)CC1. RXN SMILES: [Br-:16].[CH2:21]1[O:22][CH2:23][CH2:24][CH2:25]1.[CH3:17][Mg+:18].[Cl-:19].[NH4+:20].[O:1]=[C:2]1[CH2:3][CH2:4][CH:5]([NH:8][C:9]([O:10][C:11]([CH3:12])([CH3:13])[CH3:14])=[O:15])[CH2:6][CH2:7]1>>[OH:1][C:2]1([CH3:17])[CH2:3][CH2:4][CH:5]([NH:8][C:9]([O:10][C:11]([CH3:12])([CH3:13])[CH3:14])=[O:15])[CH2:6][CH2:7]1. The reactants are CCO, [H][H], CCOC(=O)C(N)CCc1ccccc1[N+](=O)[O-]. Product: CCOC(=O)C(N)CCc1ccccc1N. As a reaction SMILES: [CH3:21][CH2:22][OH:23].[H:19][H:20].[NH2:1][CH:2]([C:3](=[O:4])[O:5][CH2:6][CH3:7])[CH2:8][CH2:9][c:10]1[c:11]([N+:16]([O-:17])=[O:18])[cH:12][cH:13][cH:14][cH:15]1>>[NH2:1][CH:2]([C:3](=[O:4])[O:5][CH2:6][CH3:7])[CH2:8][CH2:9][c:10]1[c:11]([NH2:16])[cH:12][cH:13][cH:14][cH:15]1. Starting materials: ClCCCC(=O)C1=CC=C(C=C1)OC (4-Chloro-1-(4-methoxyphenyl)-1-butanone). Reagents/catalysts: [C].[Pd] (Palladium carbon). Solvent: O1CCCC1 (tetrahydrofuran). Yields the product ClCCCCC1=CC=C(C=C1)OC (1-(4-chlorobutyl)-4-methoxybenzene). Isolated yield 98.5%. As a reaction SMILES: [Cl:1][CH2:2][CH2:3][CH2:4][C:5]([C:7]1[CH:12]=[CH:11][C:10]([O:13][CH3:14])=[CH:9][CH:8]=1)=O>O1CCCC1.[C].[Pd]>[Cl:1][CH2:2][CH2:3][CH2:4][CH2:5][C:7]1[CH:8]=[CH:9][C:10]([O:13][CH3:14])=[CH:11][CH:12]=1 |f:2.3|. Procedure: 4-Chloro-1-(4-methoxyphenyl)-1-butanone (5 g, 23.5 mmol) was dissolved in tetrahydrofuran (50 ml). 10% Palladium carbon (water-containing product, 500 mg) was added and the mixture was subjected to catalytic reduction under hydrogen pressure (0.8 MPa, 50° C. for 3 h). The catalyst was filtered off and the filtrate was concentrated under reduced pressure to give 1-(4-chlorobutyl)-4-methoxybenzene (4.6 g, yield 99%).